From a dataset of the Open Reaction Database (ORD), a public repository of structured organic reaction records. describe an organic reaction: reactants, conditions, products, and yield The reactants are Cc1ccccc1NC(=O)c1cc(N(CC2CC2)C2CCCCC2)ncn1, O=S(=O)(O)Cl, ClCCl. Product: Cc1cc(S(=O)(=O)Cl)ccc1NC(=O)c1cc(N(CC2CC2)C2CCCCC2)ncn1. As a reaction SMILES: [CH:1]1([N:7]([c:8]2[cH:9][c:10]([C:14](=[O:15])[NH:16][c:17]3[c:18]([CH3:23])[cH:19][cH:20][cH:21][cH:22]3)[n:11][cH:12][n:13]2)[CH2:24][CH:25]2[CH2:26][CH2:27]2)[CH2:2][CH2:3][CH2:4][CH2:5][CH2:6]1.[Cl:28][S:29](=[O:30])(=[O:31])[OH:32].[Cl:33][CH2:34][Cl:35]>>[CH:1]1([N:7]([c:8]2[cH:9][c:10]([C:14](=[O:15])[NH:16][c:17]3[c:18]([CH3:23])[cH:19][c:20]([S:29]([Cl:28])(=[O:30])=[O:31])[cH:21][cH:22]3)[n:11][cH:12][n:13]2)[CH2:24][CH:25]2[CH2:26][CH2:27]2)[CH2:2][CH2:3][CH2:4][CH2:5][CH2:6]1. Starting materials: O (water), C(C1=CC=CC=C1)OC=1C=C2C(=NNC2=CC1)CC(C)=O (1-(5-Benzyloxy-1H-indazol-3-yl)-propan-2-one), IC (iodomethane), C([O-])([O-])=O.[K+].[K+] (potassium carbonate). Solvent: C(C)(=O)OCC (ethyl acetate), CN(C)C=O (DMF). Reaction conditions: temperature 70 celsius, time 16 hour. The product is C(C1=CC=CC=C1)OC=1C=C2C(=NN(C2=CC1)C)CC(C)=O (1-(5-Benzyloxy-1-methyl-1H-indazol-3-yl)-propan-2-one). Isolated yield 47.6%. As a reaction SMILES: [CH2:1]([O:8][C:9]1[CH:10]=[C:11]2[C:15](=[CH:16][CH:17]=1)[NH:14][N:13]=[C:12]2[CH2:18][C:19](=[O:21])[CH3:20])[C:2]1[CH:7]=[CH:6][CH:5]=[CH:4][CH:3]=1.IC.[C:24](=O)([O-])[O-].[K+].[K+].O>CN(C=O)C.C(OCC)(=O)C>[CH2:1]([O:8][C:9]1[CH:10]=[C:11]2[C:15](=[CH:16][CH:17]=1)[N:14]([CH3:24])[N:13]=[C:12]2[CH2:18][C:19](=[O:21])[CH3:20])[C:2]1[CH:7]=[CH:6][CH:5]=[CH:4][CH:3]=1 |f:2.3.4|. Procedure: To a solution of the product from Step A (1.2 g, 4.28 mmol) in DMF (10 ml) was added iodomethane (0.53 ml, 8.6 mmol) and potassium carbonate (1.2 g, 8.6 mmol); this mixture was stirred for 16 h at 70° C. After adding water (15 ml) and ethyl acetate (15 ml) to the reaction mixture, the aqueous layer was separated and extracted with ethyl acetate (3×20 ml). The combined extracts were washed with brine, dried (MgSO4), and evaporated to a residue which was puified by chromatography (silica, ethyl ac...